Dataset: the Open Reaction Database (ORD), a public repository of structured organic reaction records. Task: describe an organic reaction: reactants, conditions, products, and yield The reactants are C(Cl)C1CO1 (epichlorohydrin), C(CCC)C1OC1 (butyl oxirane), OC1=CC=C(C=C1)C(C)(C)C1=CC=C(C=C1)O (bisphenol A), epoxy, [OH-].[Na+] (sodium hydroxide). Reagents/catalysts: [Br-].C[N+](C)(C)C (tetramethylammonium bromide), [Br-].C(C1=CC=CC=C1)[N+](C)(C)C (benzyltrimethylammonium bromide). Solvent: O (water). The product is C(C1CO1)OC(COC1=CC=C(C=C1)C(C)(C)C1=CC=C(C=C1)OCC(CCCC)OCC1CO1)CCCC (2,2-bis[p-(2-glycidyloxyhexoxy)phenyl]propane). As a reaction SMILES: [CH2:1]([CH:5]1[CH2:7][O:6]1)[CH2:2][CH2:3][CH3:4].[OH:8][C:9]1[CH:14]=[CH:13][C:12]([C:15]([C:18]2[CH:23]=[CH:22][C:21]([OH:24])=[CH:20][CH:19]=2)([CH3:17])[CH3:16])=[CH:11][CH:10]=1.[CH2:25]([CH:27]1[O:29][CH2:28]1)Cl.[OH-:30].[Na+]>[Br-].C([N+](C)(C)C)C1C=CC=CC=1.[Br-].C[N+](C)(C)C.O>[CH2:16]([O:6][CH:5]([CH2:1][CH2:2][CH2:3][CH3:4])[CH2:7][O:8][C:9]1[CH:10]=[CH:11][C:12]([C:15]([C:18]2[CH:19]=[CH:20][C:21]([O:24][CH2:14][CH:9]([O:8][CH2:25][CH:27]3[O:29][CH2:28]3)[CH2:10][CH2:11][CH2:12][CH3:13])=[CH:22][CH:23]=2)([CH3:17])[CH3:16])=[CH:13][CH:14]=1)[CH:15]1[O:30][CH2:17]1 |f:3.4,5.6,7.8|. Reported procedure: With stirring, 100.2 g (1 mol) of butyl oxirane, 114 g (0.5 mol) of bisphenol A and 2.14 g of benzyltrimethylammonium bromide are heated to 110° C. When the exothermic reaction has subsided (rise in temperature to 115° C.), the reaction is further stirred at 110° C. until the epoxy value is less than 0.1 eq/kg (16 h). 85.52 g (0.2 mol) of the resultant reaction product are reacted with 296 g (3.2 mol) of epichlorohydrin and 1.32 g of tetramethylammonium bromide according to the method described ... The reactants are FC=1C=C(C=CC1)[Mg]Br (3-Fluorophenylmagnesiumbromide), C(C)(C)(C)OC(=O)N1CCC(CC1)=O (1-(tert-Butoxycarbonyl)-4-piperidone), [Cl-].[NH4+] (ammonium chloride). Run in O1CCCC1 (tetrahydrofuran). Run at temperature 0 celsius, time 6 hour. Yields the product Cl.FC=1C=C(C=CC1)C1(CCNCC1)O (4-(3-fluorophenyl)piperidin-4-ol hydrochloride). The yield is 35.0%. As a reaction SMILES: C(OC([N:8]1[CH2:13][CH2:12][C:11](=[O:14])[CH2:10][CH2:9]1)=O)(C)(C)C.[F:15][C:16]1[CH:17]=[C:18]([Mg]Br)[CH:19]=[CH:20][CH:21]=1.[Cl-:24].[NH4+]>O1CCCC1>[ClH:24].[F:15][C:16]1[CH:21]=[C:20]([C:11]2([OH:14])[CH2:10][CH2:9][NH:8][CH2:13][CH2:12]2)[CH:19]=[CH:18][CH:17]=1 |f:2.3,5.6|. Procedure: 1-(tert-Butoxycarbonyl)-4-piperidone (2.19 g) was dissolved in tetrahydrofuran (30 ml) and the mixture was cooled to 0° C. 3-Fluorophenylmagnesiumbromide (Tokyo Chemical Industry CO., LTD., 1M, 13.2 ml) was added and the mixture was stirred for 6 hr. After completion of the reaction, a saturated aqueous ammonium chloride solution was added, and the mixture was extracted three times with ethyl acetate. The organic layer was dried and the solvent was evaporated under reduced pressure. The obtained... Starting materials: CC=1N=C(SC1C(=O)O)C1=CC=C(C=C1)C(F)(F)F (4-Methyl-2-(4-trifluoromethyl-phenyl)-thiazole-5-carboxylic acid), O (Water). Run in O1CCCC1 (tetrahydrofuran), O1CCCC1 (tetrahydrofuran). Yields the product CC=1N=C(SC1CO)C1=CC=C(C=C1)C(F)(F)F ([4-Methyl-2-(4-trifluoromethyl-phenyl)-thiazole-5-yl]-methanol). Isolated yield 97.8%. RXN SMILES: [CH3:1][C:2]1[N:3]=[C:4]([C:10]2[CH:15]=[CH:14][C:13]([C:16]([F:19])([F:18])[F:17])=[CH:12][CH:11]=2)[S:5][C:6]=1[C:7](O)=[O:8].O>O1CCCC1>[CH3:1][C:2]1[N:3]=[C:4]([C:10]2[CH:11]=[CH:12][C:13]([C:16]([F:19])([F:17])[F:18])=[CH:14][CH:15]=2)[S:5][C:6]=1[CH2:7][OH:8]. Reported procedure: 10.0 g of 4-Methyl-2-(4-trifluoromethyl-phenyl)-thiazole-5-carboxylic acid were dissolved in 50 ml tetrahydrofuran under an atmosphere of argon. 69.7 ml of boran-tetrahydrofuran complex (1 molar solution in tetrahydrofuran) was added and the mixture refluxed for three hours. Water was added to the cooled reaction mixture and the solvent removed in vacuo. The residue was extracted five times with 50 ml portions of ethyl acetate. The combined extracts were dried over MgSO4. The solvent was removed... Starting materials: ice water, ON(C(=O)NC1=CC=C(C=C1)SC)C (1-hydroxy-1-methyl-3-[4-(methylthio)phenyl]urea), ON(C(=O)NC1=CC=C(C=C1)SC)C (1-hydroxy-1-methyl-3-[4-(methylthio)phenyl]urea), C(C)(=O)OO (Peracetic acid). Solvent: C(Cl)Cl (methylene chloride), CO (methanol), C(C)(=O)OCC.C(C)O (ethyl acetate ethanol). Yields the product ON(C(=O)NC1=CC=C(C=C1)S(=O)C)C (1-Hydroxy-1-methyl-3-[4-(methylsulfinyl)phenyl]urea). Isolated yield 53.1%. RXN SMILES: C(OO)(=[O:3])C.[OH:6][N:7]([CH3:19])[C:8]([NH:10][C:11]1[CH:16]=[CH:15][C:14]([S:17][CH3:18])=[CH:13][CH:12]=1)=[O:9]>C(Cl)Cl.CO.C(OCC)(=O)C.C(O)C>[OH:6][N:7]([CH3:19])[C:8]([NH:10][C:11]1[CH:16]=[CH:15][C:14]([S:17]([CH3:18])=[O:3])=[CH:13][CH:12]=1)=[O:9] |f:4.5|. Reported procedure: Peracetic acid (1.7 g of 30%, 6.6 mmol) was added dropwise to a cooled (ice/water bath) solution of 1-hydroxy-1-methyl-3-[4-(methylthio)phenyl]urea (Compound 1, 1.4 g, 6.6 mmol) in a mixture of methylene chloride (25 mL) and methanol (10 mL). The solution was stirred with cooling for 15 minutes. The solvent was removed under reduced pressure at 50° C. to provide a white solid. The solid was dissolved in hot ethyl acetate/ethanol, filtered to remove particulates then diluted with ether to provide...